Dataset: the Open Reaction Database (ORD), a public repository of structured organic reaction records. Task: describe an organic reaction: reactants, conditions, products, and yield The reactants are FC1=CC(=C(C=C1)OC)C(=C)C(F)(F)F (4-Fluoro-1-methoxy-2-(3,3,3-trifluoroprop-1-en-2-yl)benzene). Reagents/catalysts: [Pd] (palladium on carbon). The solvent is CO (methanol). Product: FC1=CC(=C(C=C1)OC)C(C(F)(F)F)C (4-fluoro-1-methoxy-2-(1,1,1-trifluoropropan-2-yl)benzene). As a reaction SMILES: [F:1][C:2]1[CH:7]=[CH:6][C:5]([O:8][CH3:9])=[C:4]([C:10]([C:12]([F:15])([F:14])[F:13])=[CH2:11])[CH:3]=1>CO.[Pd]>[F:1][C:2]1[CH:7]=[CH:6][C:5]([O:8][CH3:9])=[C:4]([CH:10]([CH3:11])[C:12]([F:13])([F:14])[F:15])[CH:3]=1. Procedure: 4-Fluoro-1-methoxy-2-(3,3,3-trifluoroprop-1-en-2-yl)benzene (C42) (82 g, 370 mmol) was split into four batches; each batch was dissolved in methanol (200 mL), treated with 10% palladium on carbon (1 g, 10 mmol) and hydrogenated at 50 psi for 15 minutes. After careful filtration through Celite and rinsing of the filter pad with methanol, the four filtrates were combined and concentrated in vacuo, keeping the bath temperature at <25° C. The residue was dissolved in dichloromethane, filtered throug... Starting materials: CCO, O=[N+]([O-])c1cc(-c2ccccc2)ccc1Cl, Cl, [Sn]. The product is Nc1cc(-c2ccccc2)ccc1Cl. As a reaction SMILES: [CH3:19][CH2:20][OH:21].[Cl:1][c:2]1[c:3]([N+:14]([O-:15])=[O:16])[cH:4][c:5](-[c:8]2[cH:9][cH:10][cH:11][cH:12][cH:13]2)[cH:6][cH:7]1.[ClH:17].[Sn:18]>>[Cl:1][c:2]1[c:3]([NH2:14])[cH:4][c:5](-[c:8]2[cH:9][cH:10][cH:11][cH:12][cH:13]2)[cH:6][cH:7]1. Starting materials: ClC1=NC=CC=N1 (2-chloropyrimidine), ClC1=C(C=C(C(=C1)F)C1=NN(C(=C1Cl)SC(F)F)C)O (2-chloro-5-[4-chloro-5-[(difluoromethyl)-thio]-1-methyl-1H-pyrazol-3-yl]-4-fluorophenol), C([O-])([O-])=O.[K+].[K+] (potassium carbonate). The solvent is CN(C=O)C (N,N-dimethylformamide), C(C)C(=O)C (methyl ethyl ketone). The product is ClC1=C(OC2=NC=CC=N2)C=C(C(=C1)F)C1=NN(C(=C1Cl)SC(F)F)C (2-[2-chloro-5-[4-chloro-5-[(difluoromethyl)thio)-1-methyl-1H-pyrazol-3-yl]-4-fluorophenoxy]pyrimidine). The yield is 78.7%. As a reaction SMILES: Cl[C:2]1[N:7]=[CH:6][CH:5]=[CH:4][N:3]=1.[Cl:8][C:9]1[CH:14]=[C:13]([F:15])[C:12]([C:16]2[C:20]([Cl:21])=[C:19]([S:22][CH:23]([F:25])[F:24])[N:18]([CH3:26])[N:17]=2)=[CH:11][C:10]=1[OH:27].C(=O)([O-])[O-].[K+].[K+]>CN(C)C=O.C(C(C)=O)C>[Cl:8][C:9]1[CH:14]=[C:13]([F:15])[C:12]([C:16]2[C:20]([Cl:21])=[C:19]([S:22][CH:23]([F:25])[F:24])[N:18]([CH3:26])[N:17]=2)=[CH:11][C:10]=1[O:27][C:2]1[N:7]=[CH:6][CH:5]=[CH:4][N:3]=1 |f:2.3.4|. Reported procedure: A mixture of 2-chloropyrimidine (150 mg), 2-chloro-5-[4-chloro-5-[(difluoromethyl)-thio]-1-methyl-1H-pyrazol-3-yl]-4-fluorophenol (0.3 g) and potassium carbonate (0.18 g) in N,N-dimethylformamide and methyl ethyl ketone (1:4, 20 ml) was heated at reflux overnight. The resulting mixture was allowed to cool to room temperature and partitioned between ethyl acetate and brine. The organic layer was washed with brine and dried over anhydrous sodium sulfate. The organic solution was concentrated in va... Reactants: O(CCC1=CN(C=2C=CC=CC21)[Si](C(C)C)(C(C)C)C(C)C)[Si](C)(C)C(C)(C)C. Reagents/catalysts: N=1C=CC=C2C=CC=3C=CC=NC3C12, O1BOC(C)(C)C1(C)C, O1B(OC(C)(C)C1(C)C)B2OC(C)(C)C(O2)(C)C, C[OH2+].C[OH2+].C1CC=CCCC=C1.C1CC=CCCC=C1.[Ir].[Ir]. Solvent: CCCCCC. Reaction conditions: temperature 80 celsius, time 24 hour. Product: O1B(OC(C)(C)C1(C)C)C=2C=CC3=C(C2)N(C=C3CCO[Si](C)(C)C(C)(C)C)[Si](C(C)C)(C(C)C)C(C)C, O1B(OC(C)(C)C1(C)C)C=2C=CC3=C(C2)C(=CN3[Si](C(C)C)(C(C)C)C(C)C)CCO[Si](C)(C)C(C)(C)C. The yield is 9.0%.